From a dataset of the Open Reaction Database (ORD), a public repository of structured organic reaction records. describe an organic reaction: reactants, conditions, products, and yield Reactants: C(C(O)C)#N (Lactonitrile), CN1CCNCC1 (1-methyl-piperazine), C1=CC=CC=C1 (benzene). Solvent: O (water). Yields the product CN1CCN(CC1)C(C#N)C (2-(4-methyl-1-piperazinyl)propionitrile). RXN SMILES: [C:1](#[N:5])[CH:2]([CH3:4])O.[CH3:6][N:7]1[CH2:12][CH2:11][NH:10][CH2:9][CH2:8]1.C1C=CC=CC=1>O>[CH3:6][N:7]1[CH2:12][CH2:11][N:10]([CH:2]([CH3:4])[C:1]#[N:5])[CH2:9][CH2:8]1. Procedure details: Lactonitrile (71.08 g.) is added in a dropwise manner to a stirred solution of 100.1 g. of 1-methyl-piperazine in 500 ml. of benzene. The resulting warm solution is heated at reflux under a water separator until the theoretical amount of water is collected (about 4 hours). The solution is evaporated at reduced pressure and the residue is fractionated. The product, 2-(4-methyl-1-piperazinyl)propionitrile, is obtained as an oil, b.p. 128°-130° C./23 mm. Starting materials: NC1=C2N=C(C(=NC2=CC(=C1N)Cl)O)O (5,6-diamino-7-chloro-2,3-dihydroxyquinoxaline), CC(CC(C)=O)=O (2,4-pentanedione). Run in C(C)(=O)O (acetic acid). Conditions: temperature 25 celsius, time 20 hour. Yields the product OC=1C(=NC=2C=CC3=C(N=C(C=C(N3)C)C)C2N1)O (2,3-dihydroxy-8,10-dimethyl-7H-pyrazino(2,3-g)(1,5)benzodiazepine). The yield is 74.9%. As a reaction SMILES: [NH2:1][C:2]1[C:11]([NH2:12])=[C:10](Cl)[CH:9]=[C:8]2[C:3]=1[N:4]=[C:5]([OH:15])[C:6]([OH:14])=[N:7]2.[CH3:16][C:17](=O)[CH2:18][C:19](=O)[CH3:20]>C(O)(=O)C>[OH:15][C:5]1[C:6]([OH:14])=[N:7][C:8]2[CH:9]=[CH:10][C:11]3[NH:12][C:17]([CH3:16])=[CH:18][C:19]([CH3:20])=[N:1][C:2]=3[C:3]=2[N:4]=1. Procedure: A mixture of 0,5 g (2,24 mmol) 5,6-diamino-7-chloro-2,3-dihydroxyquinoxaline and 1,0 g (10 mmol) 2,4-pentanedione in 15 ml glacial acetic acid was stirred at 25° C. for 20 h. The precipitate was filtered off and washed with ethanol and ether to give 0,43 g (67%) 2,3-dihydroxy-8,10-dimethyl-7H-pyrazino(2,3-g)(1,5)benzodiazepine, m.p.>300° C. NMR (DMSO-D6) 7.07 (2H,s), 2.33 (3H,s), 2.27(3H,s).